The task is: describe an organic reaction: reactants, conditions, products, and yield. This data is from the Open Reaction Database (ORD), a public repository of structured organic reaction records. Reactants: C=CCCCCCCO, CC(C)=O. Yields the product C=CCCCCCC(=O)O. Reaction SMILES: [CH2:1]([CH2:2][CH2:3][CH2:4][CH2:5][CH2:6][CH:7]=[CH2:8])[OH:9].[CH3:10][C:11]([CH3:12])=[O:13]>>[C:1]([CH2:2][CH2:3][CH2:4][CH2:5][CH2:6][CH:7]=[CH2:8])(=[O:9])[OH:13]. Reactants: CC#N, [Cu]I, CC(C)C(C)(c1ccc(I)cc1)c1ccc(OCc2ccccn2)cn1, N#C[K], O, [Pd], c1ccc(P(c2ccccc2)c2ccccc2)cc1, c1ccc(P(c2ccccc2)c2ccccc2)cc1, c1ccc(P(c2ccccc2)c2ccccc2)cc1, c1ccc(P(c2ccccc2)c2ccccc2)cc1. The product is CC(C)C(C)(c1ccc(C#N)cc1)c1ccc(OCc2ccccn2)cn1. As a reaction SMILES: [CH3:30][C:31]#[N:32].[Cu:111][I:112].[I:1][c:2]1[cH:3][cH:4][c:5]([C:8]([CH:9]([CH3:10])[CH3:11])([CH3:12])[c:13]2[n:14][cH:15][c:16]([O:19][CH2:20][c:21]3[n:22][cH:23][cH:24][cH:25][cH:26]3)[cH:17][cH:18]2)[cH:6][cH:7]1.[K:27][C:28]#[N:29].[OH2:33].[Pd:34].[c:35]1([P:36]([c:37]2[cH:38][cH:39][cH:40][cH:41][cH:42]2)[c:43]2[cH:44][cH:45][cH:46][cH:47][cH:48]2)[cH:49][cH:50][cH:51][cH:52][cH:53]1.[c:54]1([P:55]([c:56]2[cH:57][cH:58][cH:59][cH:60][cH:61]2)[c:62]2[cH:63][cH:64][cH:65][cH:66][cH:67]2)[cH:68][cH:69][cH:70][cH:71][cH:72]1.[c:73]1([P:74]([c:75]2[cH:76][cH:77][cH:78][cH:79][cH:80]2)[c:81]2[cH:82][cH:83][cH:84][cH:85][cH:86]2)[cH:87][cH:88][cH:89][cH:90][cH:91]1.[c:92]1([P:93]([c:94]2[cH:95][cH:96][cH:97][cH:98][cH:99]2)[c:100]2[cH:101][cH:102][cH:103][cH:104][cH:105]2)[cH:106][cH:107][cH:108][cH:109][cH:110]1>>[c:2]1([C:28]#[N:29])[cH:3][cH:4][c:5]([C:8]([CH:9]([CH3:10])[CH3:11])([CH3:12])[c:13]2[n:14][cH:15][c:16]([O:19][CH2:20][c:21]3[n:22][cH:23][cH:24][cH:25][cH:26]3)[cH:17][cH:18]2)[cH:6][cH:7]1. Reactants: CC(C)=O, CC(C)O, N#Cc1ccc2ccc(C=O)cc2c1, O, O=S(=O)(O)O. Product: N#Cc1ccc2ccc(C(=O)O)cc2c1. Reaction SMILES: [CH3:19][C:20](=[O:21])[CH3:22].[CH:15]([CH3:16])([CH3:17])[OH:18].[CH:1](=[O:2])[c:3]1[cH:4][cH:5][c:6]2[cH:7][cH:8][c:9]([C:13]#[N:14])[cH:10][c:11]2[cH:12]1.[OH2:28].[S:23](=[O:24])(=[O:25])([OH:26])[OH:27]>>[C:1](=[O:2])([c:3]1[cH:4][cH:5][c:6]2[cH:7][cH:8][c:9]([C:13]#[N:14])[cH:10][c:11]2[cH:12]1)[OH:18]. Reactants: [OH-].[Na+] (NaOH), Si-Thiol, BrC=1C=C(C(=O)NC2=CC=C(C=C2)OC(F)(F)F)C=CC1O (3-bromo-4-hydroxy-N-(4-(trifluoromethoxy)phenyl)benzamide), C(C)(=O)OCCBr (2-bromoethyl acetate), C(=O)([O-])[O-].[K+].[K+] (K2CO3), C(=O)(C(F)(F)F)O (TFA), N1=CN=CC(=C1)B(O)O (pyrimidin-5-ylboronic acid). The reagents and catalysts are Cl[Pd]([P](C1=CC=CC=C1)(C2=CC=CC=C2)C3=CC=CC=C3)([P](C4=CC=CC=C4)(C5=CC=CC=C5)C6=CC=CC=C6)Cl (Pd(PPh3)2Cl2). Run in CO (MeOH), CC(=O)C (acetone), COCCOC (DME), CCO (EtOH). Run at temperature 75 celsius, time 16 hour. Product: OCCOC1=C(C=C(C(=O)NC2=CC=C(C=C2)OC(F)(F)F)C=C1)C=1C=NC=NC1 (4-(2-Hydroxyethoxy)-3-(pyrimidin-5-yl)-N-(4-(trifluoromethoxy)phenyl)benzamide). RXN SMILES: Br[C:2]1[CH:3]=[C:4]([CH:19]=[CH:20][C:21]=1[OH:22])[C:5]([NH:7][C:8]1[CH:13]=[CH:12][C:11]([O:14][C:15]([F:18])([F:17])[F:16])=[CH:10][CH:9]=1)=[O:6].C([O:26][CH2:27][CH2:28]Br)(=O)C.C([O-])([O-])=O.[K+].[K+].[N:36]1[CH:41]=[C:40](B(O)O)[CH:39]=[N:38][CH:37]=1.[OH-].[Na+].C(O)(C(F)(F)F)=O>CC(C)=O.Cl[Pd](Cl)([P](C1C=CC=CC=1)(C1C=CC=CC=1)C1C=CC=CC=1)[P](C1C=CC=CC=1)(C1C=CC=CC=1)C1C=CC=CC=1.CO.COCCOC.CCO>[OH:26][CH2:27][CH2:28][O:22][C:21]1[CH:20]=[CH:19][C:4]([C:5]([NH:7][C:8]2[CH:13]=[CH:12][C:11]([O:14][C:15]([F:18])([F:17])[F:16])=[CH:10][CH:9]=2)=[O:6])=[CH:3][C:2]=1[C:40]1[CH:41]=[N:36][CH:37]=[N:38][CH:39]=1 |f:2.3.4,6.7,^1:60,79|. Procedure: A suspension of 3-bromo-4-hydroxy-N-(4-(trifluoromethoxy)phenyl)benzamide (50 mg, 0.133 mmol), 2-bromoethyl acetate (21.94 μL, 0.199 mmol) and powdered K2CO3 (92 mg, 0.665 mmol) in acetone (500 μL) was stirred at 75° C. for 16 h and the solvent was evaporated off under reduced pressure. The residue, together with pyrimidin-5-ylboronic acid (57.61 mg, 0.465 mmol), Pd(PPh3)2Cl2 (18.66 mg, 0.026 mmol) water (125 μL), EtOH (62 μL) and DME (550 μL) were added to a vial, which was sealed, evacuated/pu... Reactants: F[C@H]1CNCC1 ((R)-3-fluoropyrrolidine), C(C)(C)(C)OC(N(CCC)[C@@H]1CC2=CC=C(C=C2CC1)NS(=O)(=O)C1=CC=C(C=C1)Br)=O ([(S)-6-(4-bromo-benzenesulfonylamino)-1,2,3,4-tetrahydronaphthalen-2-yl]-propyl-carbamic acid tert-butyl ester), F[C@H]1CNCC1 ((R)-3-fluoropyrrolidine), O([Na])C(C)(C)C (NaOtC4H9), C1(=CC=CC=C1)P(C1=C(C2=CC=CC=C2C=C1)C1=C(C=CC2=CC=CC=C12)P(C1=CC=CC=C1)C1=CC=CC=C1)C1=CC=CC=C1 (BINAP). Reagents/catalysts: C=1C=CC(=CC1)/C=C/C(=O)/C=C/C2=CC=CC=C2.C=1C=CC(=CC1)/C=C/C(=O)/C=C/C2=CC=CC=C2.C=1C=CC(=CC1)/C=C/C(=O)/C=C/C2=CC=CC=C2.[Pd].[Pd] (Pd2(dba)3). The solvent is O1CCCC1 (tetrahydrofuran). Yields the product C(C)(C)(C)OC(N(CCC)[C@@H]1CC2=CC=C(C=C2CC1)NS(=O)(=O)C1=CC=C(C=C1)N1C[C@@H](CC1)F)=O ({(S)-6-[4-((R)-3-fluoro-pyrrolidin-1-yl)benzenesulfonylamino]-1,2,3,4-tetrahydro-naphthalen-2-yl}-propyl-carbamic acid tert-butyl ester). Isolated yield 47.0%. Reaction SMILES: [F:1][C@@H:2]1[CH2:6][CH2:5][NH:4][CH2:3]1.[C:7]([O:11][C:12](=[O:38])[N:13]([C@H:17]1[CH2:26][CH2:25][C:24]2[C:19](=[CH:20][CH:21]=[C:22]([NH:27][S:28]([C:31]3[CH:36]=[CH:35][C:34](Br)=[CH:33][CH:32]=3)(=[O:30])=[O:29])[CH:23]=2)[CH2:18]1)[CH2:14][CH2:15][CH3:16])([CH3:10])([CH3:9])[CH3:8].O(C(C)(C)C)[Na].C1(P(C2C=CC=CC=2)C2C=CC3C(=CC=CC=3)C=2C2C3C(=CC=CC=3)C=CC=2P(C2C=CC=CC=2)C2C=CC=CC=2)C=CC=CC=1>O1CCCC1.C1C=CC(/C=C/C(/C=C/C2C=CC=CC=2)=O)=CC=1.C1C=CC(/C=C/C(/C=C/C2C=CC=CC=2)=O)=CC=1.C1C=CC(/C=C/C(/C=C/C2C=CC=CC=2)=O)=CC=1.[Pd].[Pd]>[C:7]([O:11][C:12](=[O:38])[N:13]([C@H:17]1[CH2:26][CH2:25][C:24]2[C:19](=[CH:20][CH:21]=[C:22]([NH:27][S:28]([C:31]3[CH:36]=[CH:35][C:34]([N:4]4[CH2:5][CH2:6][C@@H:2]([F:1])[CH2:3]4)=[CH:33][CH:32]=3)(=[O:30])=[O:29])[CH:23]=2)[CH2:18]1)[CH2:14][CH2:15][CH3:16])([CH3:8])([CH3:9])[CH3:10] |f:5.6.7.8.9|. Reported procedure: Buchwald coupling reaction using (R)-3-fluoropyrrolidine, Reaction of 0.200 g of [(S)-6-(4-bromo-benzenesulfonylamino)-1,2,3,4-tetrahydronaphthalen-2-yl]-propyl-carbamic acid tert-butyl ester (0.38 mmol), 72 mg of (R)-3-fluoropyrrolidine (0.57 mmol), 51 mg of NaOtC4H9 (1.53 mmol), 39 mg of Pd2(dba)3 (tris(dibenzylideneacetone)dipalladium(0) (0.04 mmol)), 47 mg of BINAP (2,2′-bis(diphenylphosphino)-1,1′-binaphthyl) (0.08 mmol) in 5 ml tetrahydrofuran at 80° C. for 48 hours yielded 95 mg (47%) of ... Reactants: [N+](=O)([O-])C1=CC=C(C=C1)C1(CCNCC1)C#N (4-(4-Nitro-phenyl)-piperidine-4-carbonitrile), O1CCOCC1 (1,4-dioxane), ClC(=O)OC1=CC=C(C=C1)[N+](=O)[O-] (4-nitro-phenyl chloroformate), N (ammonia). Product: C(#N)C1(CCN(CC1)C(=O)N)C1=CC=C(C=C1)[N+](=O)[O-] (4-Cyano-4-(4-nitro-phenyl)-piperidine-1-carboxylic acid amide). As a reaction SMILES: [N+:1]([C:4]1[CH:9]=[CH:8][C:7]([C:10]2([C:16]#[N:17])[CH2:15][CH2:14][NH:13][CH2:12][CH2:11]2)=[CH:6][CH:5]=1)([O-:3])=[O:2].ClC(OC1C=C[C:25]([N+:28]([O-])=O)=CC=1)=O.N.[O:32]1CCOCC1>>[C:16]([C:10]1([C:7]2[CH:8]=[CH:9][C:4]([N+:1]([O-:3])=[O:2])=[CH:5][CH:6]=2)[CH2:15][CH2:14][N:13]([C:25]([NH2:28])=[O:32])[CH2:12][CH2:11]1)#[N:17]. Procedure details: The title compound is prepared from 4-(4-nitro-phenyl)-piperidine-4-carbonitrile (as prepared in Example 77, step (a)) using 4-nitro-phenyl chloroformate and ammonia in 1,4-dioxane according to the procedure in QSAR & Combinatorial Science, 23(10), 854-858 (2004). Starting materials: NCCCCO (4-amino-1-butanol), COC(=O)C1=CC=C(C(=O)O)C=C1 (4-(methoxycarbonyl)benzoic acid). The product is OCCCCNC(=O)C1=CC=C(C(=O)OC)C=C1 (Methyl 4-{[(4-hydroxybutyl)amino]carbonyl}benzoate). As a reaction SMILES: [NH2:1][CH2:2][CH2:3][CH2:4][CH2:5][OH:6].[CH3:7][O:8][C:9]([C:11]1[CH:19]=[CH:18][C:14]([C:15](O)=[O:16])=[CH:13][CH:12]=1)=[O:10]>>[OH:6][CH2:5][CH2:4][CH2:3][CH2:2][NH:1][C:15]([C:14]1[CH:18]=[CH:19][C:11]([C:9]([O:8][CH3:7])=[O:10])=[CH:12][CH:13]=1)=[O:16]. Procedure: The same procedure as a series of reactions of Example 17 was carried out, except that 4-amino-1-butanol was used in place of the compound 16 and 4-(methoxycarbonyl)benzoic acid was used in place of 1H-imidazole-2-carboxylic acid, to obtain the title compound having the following physical properties. Starting materials: C(C)(=O)O[C@@H]1[C@H](O[C@H]([C@@H]([C@H]1OC(C)=O)OC(C)=O)C1=CC(=C(C=C1)Cl)CC1=CC=C(C=C1)CC=O)COC(C)=O ((2R,3 R,4R,5S,65)-2-(acetoxymethyl)-6-(4-chloro-3-(4-(2-oxoethyl)benzyl)phenyl)tetrahydro-2H-pyran-3,4,5-triyl triacetate), N1=CC=CC=C1 (pyridine), Cl.CON (O-methylhydroxylamine hydrochloride). Solvent: C(C)O (ethanol). Product: C(C)(=O)O[C@@H]1[C@H](O[C@H]([C@@H]([C@H]1OC(C)=O)OC(C)=O)C1=CC(=C(C=C1)Cl)CC1=CC=C(C=C1)CC=NOC)COC(C)=O ((2R,3R,4R,5S,65)-2-(acetoxymethyl)-6-(4-chloro-3-(4-(2-(methoxyimino) ethyl)benzyl)phenyl)tetrahydro-2H-pyran-3,4,5-triyl triacetate). Isolated yield 21.7%. As a reaction SMILES: [C:1]([O:4][C@H:5]1[C@H:10]([O:11][C:12](=[O:14])[CH3:13])[C@@H:9]([O:15][C:16](=[O:18])[CH3:17])[C@H:8]([C:19]2[CH:24]=[CH:23][C:22]([Cl:25])=[C:21]([CH2:26][C:27]3[CH:32]=[CH:31][C:30]([CH2:33][CH:34]=O)=[CH:29][CH:28]=3)[CH:20]=2)[O:7][C@@H:6]1[CH2:36][O:37][C:38](=[O:40])[CH3:39])(=[O:3])[CH3:2].N1C=CC=CC=1.Cl.[CH3:48][O:49][NH2:50]>C(O)C>[C:1]([O:4][C@H:5]1[C@H:10]([O:11][C:12](=[O:14])[CH3:13])[C@@H:9]([O:15][C:16](=[O:18])[CH3:17])[C@H:8]([C:19]2[CH:24]=[CH:23][C:22]([Cl:25])=[C:21]([CH2:26][C:27]3[CH:28]=[CH:29][C:30]([CH2:33][CH:34]=[N:50][O:49][CH3:48])=[CH:31][CH:32]=3)[CH:20]=2)[O:7][C@@H:6]1[CH2:36][O:37][C:38](=[O:40])[CH3:39])(=[O:3])[CH3:2] |f:2.3|. Procedure: To a solution of (2R,3 R,4R,5S,65)-2-(acetoxymethyl)-6-(4-chloro-3-(4-(2-oxoethyl)benzyl)phenyl)tetrahydro-2H-pyran-3,4,5-triyl triacetate (0.35 mg, 0.61 mmol), in ethanol (10 mL) under nitrogen atmosphere, were added pyridine (0.24 mL, 3.04 mmol), and O-methylhydroxylamine hydrochloride (151 mg, 1.82 mmol). The reaction mixture was refluxed for 2 h. After completion of the reaction as confirmed by TLC, the solvent was evaporated. The crude compound was diluted with ethyl acetate (25 mL). The or...